This data is from the Open Reaction Database (ORD), a public repository of structured organic reaction records. The task is: describe an organic reaction: reactants, conditions, products, and yield The reactants are BrCC=1C(=NC=CC1)Cl (3-(bromomethyl)-2-chloropyridine), [C-]#N.[Na+] (sodium cyanide). The solvent is CO (MeOH), CCOC(=O)C (EtOAc). Reaction conditions: temperature 80 celsius, time 1.5 hour. The product is ClC1=NC=CC=C1CC#N (2-(2-chloropyridin-3-yl)acetonitrile). RXN SMILES: Br[CH2:2][C:3]1[C:4]([Cl:9])=[N:5][CH:6]=[CH:7][CH:8]=1.[C-:10]#[N:11].[Na+]>CO.CCOC(C)=O>[Cl:9][C:4]1[C:3]([CH2:2][C:10]#[N:11])=[CH:8][CH:7]=[CH:6][N:5]=1 |f:1.2|. Reported procedure: In a 250 mL round bottom flask was dissolved 3-(bromomethyl)-2-chloropyridine (7.2 g, 35 mmol) in MeOH (70 mL). To the solution was added sodium cyanide (3.4 g, 70 mmol), then attached a reflux condenser, stirred the mixture at 80° C., while monitoring the reaction by LCMS. After about 1.5 h, the reaction was cooled to RT, concentrated, diluted with EtOAc, upon which a white solid crashed out. The solids were filtered and rinsed with EtOAc. The organic filtrate was concentrated to yield a crude ... Reactants: NC1=CC=CC=C1, O=S(C1=CC=C([N+]([O-])=O)C=C1)(Cl)=O. The reagents and catalysts are O=C([O-])O.[Na+] (NaHCO3). Solvent: O (water), OCCOCCOCCOCCOCCO (PEG400), CC(C)=O (acetone). Reaction conditions: temperature 25 celsius, pressure 100 psi, time 20 minute. Product: O=[N+]([O-])c1ccc(S(=O)(=O)Nc2ccccc2)cc1. Yield: 98.0%. The reactants are CI, C[O-], CO, CSC1=CC2=CN(O)NN2C(Cl)=N1, [Na+]. Product: CON1C=C2C=C(SC)N=C(Cl)N2N1. Reaction SMILES: [CH3:14][I:15].[CH3:16][O-:17].[CH3:19][OH:20].[Cl:1][C:2]1=[N:3][C:4]([S:12][CH3:13])=[CH:5][C:6]2=[CH:10][N:9]([OH:11])[NH:8][N:7]12.[Na+:18]>>[Cl:1][C:2]1=[N:3][C:4]([S:12][CH3:13])=[CH:5][C:6]2=[CH:10][N:9]([O:11][CH3:14])[NH:8][N:7]12. Yields the product CCOC(=O)Cc1ccc(Nc2ncccc2[N+](=O)[O-])cc1Cl. The reactants are CCOC(=O)Cc1ccc(N)cc1Cl, CCO, O=[N+]([O-])c1cccnc1Cl, C1COCCO1. RXN SMILES: [CH2:11]([CH3:12])[O:13][C:14]([CH2:15][c:16]1[c:17]([Cl:23])[cH:18][c:19]([NH2:22])[cH:20][cH:21]1)=[O:24].[CH3:25][CH2:26][OH:27].[Cl:1][c:2]1[n:3][cH:4][cH:5][cH:6][c:7]1[N+:8](=[O:9])[O-:10].[O:28]1[CH2:29][CH2:30][O:31][CH2:32][CH2:33]1>>[c:2]1([NH:22][c:19]2[cH:18][c:17]([Cl:23])[c:16]([CH2:15][C:14]([O:13][CH2:11][CH3:12])=[O:24])[cH:21][cH:20]2)[n:3][cH:4][cH:5][cH:6][c:7]1[N+:8](=[O:9])[O-:10]. Reactants: C([O-])(O)=O.[Na+] (sodium bicarbonate), ClCCl (Dichloromethane), C(C1=CC=CC=C1)(=O)NC(=S)N[C@@]1([C@@H](CC[C@@H](C1)OC)CO)C1=C(C=CC=C1)F ((±)-1-benzoyl-3-[(1S*,2R*,5S*)-1-(2-fluorophenyl)-2-hydroxymethyl-5-methoxycyclohexyl]thiourea), FC(S(=O)(=O)OS(=O)(=O)C(F)(F)F)(F)F (Trifluoromethanesulfonic anhydride). Run in C(C)(=O)OCC (ethyl acetate), N1=CC=CC=C1 (pyridine). Conditions: temperature -78 celsius, time 15 minute. Product: FC1=C(C=CC=C1)[C@@]12N=C(SC[C@@H]1CC[C@@H](C2)OC)NC(C2=CC=CC=C2)=O ((±)-N-[(4aR*,7S*,8aS*)-8a-(2-fluorophenyl)-7-methoxy-4a,5,6,7,8,8a-hexahydro-4H-benzo[d][1,3]thiazin-2-yl]benzamide). Reaction SMILES: ClCCl.[C:4]([NH:12][C:13]([NH:15][C@@:16]1([C:26]2[CH:31]=[CH:30][CH:29]=[CH:28][C:27]=2[F:32])[CH2:21][C@@H:20]([O:22][CH3:23])[CH2:19][CH2:18][C@H:17]1[CH2:24]O)=[S:14])(=[O:11])[C:5]1[CH:10]=[CH:9][CH:8]=[CH:7][CH:6]=1.FC(F)(F)S(OS(C(F)(F)F)(=O)=O)(=O)=O.C(=O)(O)[O-].[Na+]>C(OCC)(=O)C.N1C=CC=CC=1>[F:32][C:27]1[CH:28]=[CH:29][CH:30]=[CH:31][C:26]=1[C@:16]12[CH2:21][C@@H:20]([O:22][CH3:23])[CH2:19][CH2:18][C@H:17]1[CH2:24][S:14][C:13]([NH:12][C:4](=[O:11])[C:5]1[CH:10]=[CH:9][CH:8]=[CH:7][CH:6]=1)=[N:15]2 |f:3.4|. Procedure details: Dichloromethane (20 mL) and pyridine (264 μL, specific gravity: 0.978 g/cm3) were added to (±)-1-benzoyl-3-[(1S*,2R*,5S*)-1-(2-fluorophenyl)-2-hydroxymethyl-5-methoxycyclohexyl]thiourea obtained in Preparation Example 57-(6) (453 mg) according to the method of Preparation Example 18-(5). The mixture was cooled to −78° C. under a nitrogen atmosphere and stirred for 15 minutes. Trifluoromethanesulfonic anhydride (358 μL, specific gravity: 1.72 g/cm3) was slowly added to the reaction solution. Afte... The reactants are BrCC(=O)C1=CC(=CC=C1)C (2-bromo-1-(3-methylphenyl)ethanone), O (water). Solvent: C(C)#N (acetonitrile). Yields the product OCC(=O)C1=CC(=CC=C1)C (2-hydroxy-1-(3-methylphenyl)ethanone). As a reaction SMILES: Br[CH2:2][C:3]([C:5]1[CH:10]=[CH:9][CH:8]=[C:7]([CH3:11])[CH:6]=1)=[O:4].[OH2:12]>C(#N)C>[OH:12][CH2:2][C:3]([C:5]1[CH:10]=[CH:9][CH:8]=[C:7]([CH3:11])[CH:6]=1)=[O:4]. Procedure: A solution of 2-bromo-1-(3-methylphenyl)ethanone (1 g) in acetonitrile (2.5 mL) and water (13 mL) is treated under microwave irradiation (125° C., 50 min). The same experiment is repeated three times. All the vials are collected, extracted with DCM, dried over magnesium sulfate and concentrated under vacuum to give the desired compound. The reactants are CC(=CC[C@@H]1[C@@](O1)(C)[C@H]2[C@@H]([C@@H](CC[C@]23CO3)O)OC)C (fumagillol), ClCC(=O)N=C=O (chloroacetyl isocyanate), O (water). The solvent is ClCCl (dichloromethane). Run at temperature 0 celsius, time 2 hour. Yields the product CC(=CC[C@H]1[C@](O1)(C)[C@H]2[C@@H]([C@@H](CC[C@]23CO3)OC(=O)NC(=O)CCl)OC)C (O-chloroacetylcarbamoylfumagillol). The yield is 71.2%. RXN SMILES: [CH3:1][C:2]([CH3:20])=[CH:3][CH2:4][C@H:5]1[O:7][C@@:6]1([C@@H:9]1[C@:14]2([O:16][CH2:15]2)[CH2:13][CH2:12][C@@H:11]([OH:17])[C@H:10]1[O:18][CH3:19])[CH3:8].[Cl:21][CH2:22][C:23]([N:25]=[C:26]=[O:27])=[O:24].O>ClCCl>[CH3:1][C:2]([CH3:20])=[CH:3][CH2:4][C@@H:5]1[O:7][C@:6]1([C@@H:9]1[C@:14]2([O:16][CH2:15]2)[CH2:13][CH2:12][C@@H:11]([O:17][C:26]([NH:25][C:23]([CH2:22][Cl:21])=[O:24])=[O:27])[C@H:10]1[O:18][CH3:19])[CH3:8]. Procedure details: To a solution of fumagillol (314 mg) in dichloromethane (5 ml) was added dropwise chloroacetyl isocyanate (160 mg) under ice cooling, followed by addition of dimethylaminopyrldine (130 mg). The mixture was stirred at 0° C. for 2 hours. To this reaction mixture was added water and the mixture was extracted with dichloromethane. The organic layer was washed with saturated aqueous sodium chloride solution and dried over anhydrous magnesium sulfate. The solvent was distilled off under reduced pressu... The reactants are NC1C(N(C2=C(C(=N1)C1=CC=CC=C1)C=CC=C2)CC(=O)OCC)=O (3(R,S)-amino-1,3-dihydro-1-ethoxycarbonylmethyl-5-phenyl-2H-1,4-benzodiazepin-2-one), ClC1=CC=C(C=C1)N=C=O (4-chlorophenylisocyanate). Solvent: O1CCCC1 (tetrahydrofuran). Conditions: time 8 hour. Product: C(C)OC(CN1C(C(N=C(C2=C1C=CC=C2)C2=CC=CC=C2)NC(=O)NC2=CC=C(C=C2)Cl)=O)=O (3-((((4-Chlorophenyl)amino)carbonyl)amino)-2,3-dihydro-2-oxo-5-phenyl-1H-1,4-benzodiazepine-1-acetic acid ethyl ester). RXN SMILES: [NH2:1][CH:2]1[N:8]=[C:7]([C:9]2[CH:14]=[CH:13][CH:12]=[CH:11][CH:10]=2)[C:6]2[CH:15]=[CH:16][CH:17]=[CH:18][C:5]=2[N:4]([CH2:19][C:20]([O:22][CH2:23][CH3:24])=[O:21])[C:3]1=[O:25].[Cl:26][C:27]1[CH:32]=[CH:31][C:30]([N:33]=[C:34]=[O:35])=[CH:29][CH:28]=1>O1CCCC1>[CH2:23]([O:22][C:20](=[O:21])[CH2:19][N:4]1[C:5]2[CH:18]=[CH:17][CH:16]=[CH:15][C:6]=2[C:7]([C:9]2[CH:14]=[CH:13][CH:12]=[CH:11][CH:10]=2)=[N:8][CH:2]([NH:1][C:34]([NH:33][C:30]2[CH:31]=[CH:32][C:27]([Cl:26])=[CH:28][CH:29]=2)=[O:35])[C:3]1=[O:25])[CH3:24]. Procedure details: Equimolar amounts of 3(R,S)-amino-1,3-dihydro-1-ethoxycarbonylmethyl-5-phenyl-2H-1,4-benzodiazepin-2-one and 4-chlorophenylisocyanate were mixed in 8 ml of dry tetrahydrofuran at room temperature. The reaction mixture was allowed to stand for 8 hours and was then filtered. The collected solids were washed with tetrahydrofuran and dried in vacuo over P2O5 to give the analytical product: m.p. 228°-229° C. Starting materials: C(C)N(CC)CC1=C(C=C(S1)C1=NC(=NO1)C1=CC=C(C=C1)CCOS(=O)(=O)C)C (methanesulfonic acid 2-{4-[5-(5-diethylaminomethyl-4-methyl-thiophen-2-yl)-[1,2,4]oxadiazol-3-yl]-phenyl}-ethyl ester), C(O)CN (ethanolamine). The product is C(C)N(CC)CC1=C(C=C(S1)C1=NC(=NO1)C1=CC=C(C=C1)CCNCCO)C (2-(2-{4-[5-(5-Diethylaminomethyl-4-methyl-thiophen-2-yl)-[1,2,4]oxadiazol-3-yl]-phenyl}-ethylamino)-ethanol). Isolated yield 13.0%. As a reaction SMILES: [CH2:1]([N:3]([CH2:6][C:7]1[S:11][C:10]([C:12]2[O:16][N:15]=[C:14]([C:17]3[CH:22]=[CH:21][C:20]([CH2:23][CH2:24]OS(C)(=O)=O)=[CH:19][CH:18]=3)[N:13]=2)=[CH:9][C:8]=1[CH3:30])[CH2:4][CH3:5])[CH3:2].[CH2:31]([CH2:33][NH2:34])[OH:32]>>[CH2:1]([N:3]([CH2:6][C:7]1[S:11][C:10]([C:12]2[O:16][N:15]=[C:14]([C:17]3[CH:22]=[CH:21][C:20]([CH2:23][CH2:24][NH:34][CH2:33][CH2:31][OH:32])=[CH:19][CH:18]=3)[N:13]=2)=[CH:9][C:8]=1[CH3:30])[CH2:4][CH3:5])[CH3:2]. Procedure: The title compound (6 mg) is prepared in analogy to Example 160 starting from methanesulfonic acid 2-{4-[5-(5-diethylaminomethyl-4-methyl-thiophen-2-yl)-[1,2,4]oxadiazol-3-yl]-phenyl}-ethyl ester (50 mg, 111 μmol) and ethanolamine (34 mg, 556 μmol); LC-MS: tR=0.63 min; [M+1]+=415.07; 1H NMR (CDCl3): δ1.11 (t, J=7.0 Hz, 6H), 2.26 (s, 3H), 2.63 (q, J=7.0 Hz, 4H), 2.80-2.86 (m, 2H), 2.87-2.93 (m, 2H), 2.94-3.00 (m, 2H), 3.62-3.67 (m, 2H), 3.73 (s, 2H), 7.35 (d, J=8.0 Hz, 2H), 7.67 (s, 1H), 8.09 (d,...